This data is from the Open Reaction Database (ORD), a public repository of structured organic reaction records. The task is: describe an organic reaction: reactants, conditions, products, and yield Starting materials: COC(C1=CN=C(C(=C1)Br)Cl)=O (5-bromo-6-chloro-nicotinic acid methyl ester), NCC(C)(O)C1CC1 (rac-1-amino-2-cyclopropyl-propan-2-ol), CNCCC (N-methyl-N-propylamine), ClC1=CC=C(C=C1)B(O)O ((4-chloro-phenyl)-boronic acid). Product: ClC1=CC=C(C=C1)C=1C(=NC=C(C(=O)NCC(C)(O)C2CC2)C1)N(CCC)C (5-(4-Chloro-phenyl)-N-(2-cyclopropyl-2-hydroxy-propyl)-6-(methyl-propyl-amino)-nicotinamide). RXN SMILES: CO[C:3](=[O:12])[C:4]1[CH:9]=[C:8](Br)[C:7](Cl)=[N:6][CH:5]=1.[CH3:13][NH:14][CH2:15][CH2:16][CH3:17].[Cl:18][C:19]1[CH:24]=[CH:23][C:22](B(O)O)=[CH:21][CH:20]=1.[NH2:28][CH2:29][C:30]([CH:33]1[CH2:35][CH2:34]1)([OH:32])[CH3:31]>>[Cl:18][C:19]1[CH:24]=[CH:23][C:22]([C:8]2[C:7]([N:14]([CH3:13])[CH2:15][CH2:16][CH3:17])=[N:6][CH:5]=[C:4]([CH:9]=2)[C:3]([NH:28][CH2:29][C:30]([CH:33]2[CH2:35][CH2:34]2)([OH:32])[CH3:31])=[O:12])=[CH:21][CH:20]=1. Procedure: The title compound was synthesized in analogy to the procedure described for the preparation of Example 43, using 5-bromo-6-chloro-nicotinic acid methyl ester, N-methyl-N-propylamine, (4-chloro-phenyl)-boronic acid and rac-1-amino-2-cyclopropyl-propan-2-ol as starting materials. MS (ISP): 402.5 (M+H+). Starting materials: CCOC(C)=O, C#CCN1C(=O)C(=O)c2ccccc21, CO, CCOC(C)=O, Cc1nnc2n1-c1sc(I)cc1C(c1ccccc1Cl)=NC2. Yields the product Cc1nnc2n1-c1sc(C#CCN3C(=O)C(=O)c4ccccc43)cc1C(c1ccccc1Cl)=NC2. RXN SMILES: [C:37]([O:38][CH2:39][CH3:40])(=[O:41])[CH3:42].[CH2:23]([C:24]#[CH:25])[N:26]1[C:27](=[O:36])[C:28](=[O:35])[c:29]2[cH:30][cH:31][cH:32][cH:33][c:34]21.[CH3:43][OH:44].[CH3:45][CH2:46][O:47][C:48](=[O:49])[CH3:50].[Cl:1][c:2]1[c:3]([C:8]2=[N:9][CH2:10][c:11]3[n:12]([c:19]([CH3:22])[n:20][n:21]3)-[c:13]3[c:14]2[cH:15][c:16]([I:18])[s:17]3)[cH:4][cH:5][cH:6][cH:7]1>>[Cl:1][c:2]1[c:3]([C:8]2=[N:9][CH2:10][c:11]3[n:12]([c:19]([CH3:22])[n:20][n:21]3)-[c:13]3[c:14]2[cH:15][c:16]([C:25]#[C:24][CH2:23][N:26]2[C:27](=[O:36])[C:28](=[O:35])[c:29]4[cH:30][cH:31][cH:32][cH:33][c:34]42)[s:17]3)[cH:4][cH:5][cH:6][cH:7]1. Reactants: ClC1=CC=C(C=C1)[C@@H]1CC[C@H](CC1)CCC1CCC2(OCCO2)CC1 (4-chloro-1-[trans-4-[2-(1,4-dioxa-8-spiro[4.5]decyl)ethyl]cyclohexyl]benzene), C1(=CC=CC=C1)C (toluene), C(=O)O (formic acid). The solvent is O (water). Conditions: time 1.25 hour. Product: ClC1=CC=C(C=C1)[C@@H]1CC[C@H](CC1)CCC1CCC(CC1)=O (4-[2-[trans-4(4-chlorophenyl)cyclohexyl]ethyl]cyclohexanone). RXN SMILES: [Cl:1][C:2]1[CH:7]=[CH:6][C:5]([C@H:8]2[CH2:13][CH2:12][C@H:11]([CH2:14][CH2:15][CH:16]3[CH2:25][CH2:24][C:19]4(OCC[O:20]4)[CH2:18][CH2:17]3)[CH2:10][CH2:9]2)=[CH:4][CH:3]=1.C1(C)C=CC=CC=1.C(O)=O>O>[Cl:1][C:2]1[CH:3]=[CH:4][C:5]([C@H:8]2[CH2:9][CH2:10][C@H:11]([CH2:14][CH2:15][CH:16]3[CH2:17][CH2:18][C:19](=[O:20])[CH2:24][CH2:25]3)[CH2:12][CH2:13]2)=[CH:6][CH:7]=1. Procedure: A mixture of 31.1 g of 4-chloro-1-[trans-4-[2-(1,4-dioxa-8-spiro[4.5]decyl)ethyl]cyclohexyl]benzene, 207 ml of toluene and 103 ml of formic acid is stirred at room temperature for 1.25 hours while gassing with nitrogen. Thereafter, the reaction mixture is poured into 500 ml of water and extracted with methylene chloride. The organic phases are washed with saturated sodium hydrogen carbonate solution and with water, dried over sodium sulphate and filtered. Concentration of the filtrate gives 4-[2...